This data is from the Open Reaction Database (ORD), a public repository of structured organic reaction records. The task is: describe an organic reaction: reactants, conditions, products, and yield The reactants are C1(=CC=CC=C1)C1=CC=C2CC(C(C2=C1)O)Br (6-phenyl-2-bromoindanol), C1(=CC=C(C=C1)S(=O)(=O)O)C (p-toluenesulfonic acid), C1(=CC=CC=C1)C (toluene). Run in CCOCC (ether). Product: C1(=CC=CC=C1)C=1C=C2C=C(CC2=CC1)Br (5-phenyl-2-bromoindene). Isolated yield 79.3%. As a reaction SMILES: [C:1]1([C:7]2[CH:15]=[C:14]3[C:10]([CH2:11][CH:12]([Br:17])[CH:13]3O)=[CH:9][CH:8]=2)[CH:6]=[CH:5][CH:4]=[CH:3][CH:2]=1.C1(C)C=CC(S(O)(=O)=O)=CC=1.C1(C)C=CC=CC=1>CCOCC>[C:1]1([C:7]2[CH:15]=[C:14]3[C:10](=[CH:9][CH:8]=2)[CH2:11][C:12]([Br:17])=[CH:13]3)[CH:2]=[CH:3][CH:4]=[CH:5][CH:6]=1. Procedure details: To a one-necked flask of 500 ml, fitted with an dropping funnel and on top of the funnel a condenser, was added 10.19 g (35.2 mmol) of 6-phenyl-2-bromoindanol, 0.671 g (0.10 mol %) p-toluenesulfonic acid and 350 ml of toluene. After 7 hours of refluxing the mixture was diluted with ether and extracted with water and water/NaHCO3. The organic layer was dried over Na2SO4. The Na2SO4 was filtered off and the filtrate was evaporated under reduced pressure. The solid material was dissolved in hot n-p...